Dataset: the Open Reaction Database (ORD), a public repository of structured organic reaction records. Task: describe an organic reaction: reactants, conditions, products, and yield The reactants are Amide, NC1CCN(CC1)C (4-amino-1-methylpiperidine), ester, COC(=O)C=1C(=CC=C(C1)C=1SC=C(N1)C1=CC(=C(C=C1)Cl)Cl)C1=CC=C(C=C1)C(=O)O (4-[4-(3,4-dichloro-phenyl)-thiazol-2-yl]-biphenyl-2,4′-dicarboxylic acid 2-methyl ester), COC(=O)C=1C(=CC=C(C1)C=1SC=C(N1)C1=CC(=C(C=C1)Cl)Cl)C1=CC=C(C=C1)C(=O)O (4-[4-(3,4-dichloro-phenyl)-thiazol-2-yl]-biphenyl-2,4′-dicarboxylic acid 2-methyl ester). Product: ClC=1C=C(C=CC1Cl)C=1N=C(SC1)C=1C=C(C(=CC1)C1=CC=C(C=C1)C(NC1CCN(CC1)C)=O)C(=O)O (4-[4-(3,4-dichloro-phenyl)-thiazol-2-yl]-4′-(1-methyl-piperidin-4-ylcarbamoyl)-biphenyl-2-carboxylic acid). The yield is 113.5%. Reaction SMILES: C[O:2][C:3]([C:5]1[C:6]([C:24]2[CH:29]=[CH:28][C:27]([C:30]([OH:32])=O)=[CH:26][CH:25]=2)=[CH:7][CH:8]=[C:9]([C:11]2[S:12][CH:13]=[C:14]([C:16]3[CH:21]=[CH:20][C:19]([Cl:22])=[C:18]([Cl:23])[CH:17]=3)[N:15]=2)[CH:10]=1)=[O:4].[NH2:33][CH:34]1[CH2:39][CH2:38][N:37]([CH3:40])[CH2:36][CH2:35]1>>[Cl:23][C:18]1[CH:17]=[C:16]([C:14]2[N:15]=[C:11]([C:9]3[CH:10]=[C:5]([C:3]([OH:2])=[O:4])[C:6]([C:24]4[CH:29]=[CH:28][C:27]([C:30](=[O:32])[NH:33][CH:34]5[CH2:39][CH2:38][N:37]([CH3:40])[CH2:36][CH2:35]5)=[CH:26][CH:25]=4)=[CH:7][CH:8]=3)[S:12][CH:13]=2)[CH:21]=[CH:20][C:19]=1[Cl:22]. Procedure: Using the conditions of General Procedure E for Amide Coupling in Parallel Mode, 4-[4-(3,4-dichloro-phenyl)-thiazol-2-yl]-biphenyl-2,4′-dicarboxylic acid 2-methyl ester (which may be prepared as described for Intermediate 8; 100 mg, 0.21 mmol) was reacted with 4-amino-1-methylpiperidine (available from Aldrich Chemical Company, Inc.; 71 mg, 0.62 mmol). The resulting ester was hydrolyzed and the acid was purified using HPLC Purification Conditions B to give 4-[4-(3,4-dichloro-phenyl)-thiazol-2-yl... Reactants: C(C)(C)(C)OC(=O)N1CC2=CC=C(C=C2C1)C1COCCC1 (rac-5-(tetrahydro-pyran-3-yl)-1,3-dihydro-isoindole-2-carboxylic acid tert-butyl ester), Cl (hydrochloric acid). Yields the product O1CC(CCC1)C=1C=C2CNCC2=CC1 (rac-5-(Tetrahydro-pyran-3-yl)-2,3-dihydro-1H-isoindole). RXN SMILES: C(OC([N:8]1[CH2:16][C:15]2[C:10](=[CH:11][CH:12]=[C:13]([CH:17]3[CH2:22][CH2:21][CH2:20][O:19][CH2:18]3)[CH:14]=2)[CH2:9]1)=O)(C)(C)C.Cl>>[O:19]1[CH2:20][CH2:21][CH2:22][CH:17]([C:13]2[CH:14]=[C:15]3[C:10](=[CH:11][CH:12]=2)[CH2:9][NH:8][CH2:16]3)[CH2:18]1. Reported procedure: Prepared in analogy to Example A3(e) from rac-5-(tetrahydro-pyran-3-yl)-1,3-dihydro-isoindole-2-carboxylic acid tert-butyl ester and hydrochloric acid. Brown oil. MS (m/e): 204.3 ([M+H]+, 100%). Starting materials: [OH-].[Na+] (NaOH), BrC1=C(OCCCCO)C=C(C=C1)Br (4-(2,5-dibromophenoxy)butan-1-ol), P(Br)(Br)Br (phosphorous tribromide), P(Br)(Br)Br (phosphorous tribromide), O (water). Solvent: C1(=CC=CC=C1)C (toluene). Conditions: temperature 90 celsius, time 2.5 hour. Product: BrC1=C(C=C(C=C1)Br)OCCCCBr (1,4-Dibromo-2-(4-bromobutoxy)benzene). RXN SMILES: [Br:1][C:2]1[CH:13]=[CH:12][C:11]([Br:14])=[CH:10][C:3]=1[O:4][CH2:5][CH2:6][CH2:7][CH2:8]O.P(Br)(Br)[Br:16].O.[OH-].[Na+]>C1(C)C=CC=CC=1>[Br:1][C:2]1[CH:13]=[CH:12][C:11]([Br:14])=[CH:10][C:3]=1[O:4][CH2:5][CH2:6][CH2:7][CH2:8][Br:16] |f:3.4|. Procedure details: To a solution of 12.63 g (39 mmol) of 4-(2,5-dibromophenoxy)butan-1-ol in 83 mL of toluene was added 1.65 mL (17.6 mmol, 0.45 equiv) of phosphorous tribromide. The solution was stirred under nitrogen at 90° C. for 2.5 hours. Additional phosphorous tribromide (0.37 mL, 3.9 mmol, 0.10 equiv) and 0.21 ml (11.5 mmol, 0.3 equiv) of water were added, and the mixture was stirred under nitrogen at 90° C. for 8 hours. The mixture was allowed to cool to ambient temperature, 69 mL of 1N NaOH was added drop... Reactants: Cn1cc(C2=C(c3cccc(N)c3)C(=O)NC2=O)c2ccccc21, CO, O=Cc1ncc[nH]1. The product is Cn1cc(C2=C(c3cccc(NCc4ncc[nH]4)c3)C(=O)NC2=O)c2ccccc21. As a reaction SMILES: [CH3:1][n:2]1[cH:3][c:4]([C:11]2=[C:15]([c:16]3[cH:17][c:18]([NH2:22])[cH:19][cH:20][cH:21]3)[C:14](=[O:23])[NH:13][C:12]2=[O:24])[c:5]2[cH:6][cH:7][cH:8][cH:9][c:10]12.[CH3:32][OH:33].[nH:25]1[c:26]([CH:30]=[O:31])[n:27][cH:28][cH:29]1>>[CH3:1][n:2]1[cH:3][c:4]([C:11]2=[C:15]([c:16]3[cH:17][c:18]([NH:22][CH2:30][c:26]4[nH:25][cH:29][cH:28][n:27]4)[cH:19][cH:20][cH:21]3)[C:14](=[O:23])[NH:13][C:12]2=[O:24])[c:5]2[cH:6][cH:7][cH:8][cH:9][c:10]12. Starting materials: FC=1C=C(OC2=C3C(=NC=C2)C=C(S3)C(=O)NCCCN3CC(CC3)C(=O)OC(C)(C)C)C=CC1NC(=O)NC1=C(C=CC(=C1)C)F (tert-butyl 1-{3-[({7-[3-fluoro-4-({[(2-fluoro-5-methylphenyl)amino]carbonyl}amino)phenoxy]thieno[3,2-b]pyridin-2-yl}carbonyl)amino]propyl}pyrrolidine-3-carboxylate), FC(C(=O)O)(F)F (trifluoroacetic acid). Run in C(Cl)Cl (methylene chloride). Run at time 2 hour. Yields the product FC=1C=C(OC2=C3C(=NC=C2)C=C(S3)C(=O)NCCCN3CC(CC3)C(=O)O)C=CC1NC(=O)NC1=C(C=CC(=C1)C)F (1-{3-[({7-[3-fluoro-4-({[(2-fluoro-5-methylphenyl)amino]carbonyl}amino)phenoxy]thieno[3,2-b]pyridin-2-yl}carbonyl)amino]propyl}pyrrolidine-3-carboxylic acid). Reaction SMILES: [F:1][C:2]1[CH:3]=[C:4]([CH:33]=[CH:34][C:35]=1[NH:36][C:37]([NH:39][C:40]1[CH:45]=[C:44]([CH3:46])[CH:43]=[CH:42][C:41]=1[F:47])=[O:38])[O:5][C:6]1[CH:11]=[CH:10][N:9]=[C:8]2[CH:12]=[C:13]([C:15]([NH:17][CH2:18][CH2:19][CH2:20][N:21]3[CH2:25][CH2:24][CH:23]([C:26]([O:28]C(C)(C)C)=[O:27])[CH2:22]3)=[O:16])[S:14][C:7]=12.FC(F)(F)C(O)=O>C(Cl)Cl>[F:1][C:2]1[CH:3]=[C:4]([CH:33]=[CH:34][C:35]=1[NH:36][C:37]([NH:39][C:40]1[CH:45]=[C:44]([CH3:46])[CH:43]=[CH:42][C:41]=1[F:47])=[O:38])[O:5][C:6]1[CH:11]=[CH:10][N:9]=[C:8]2[CH:12]=[C:13]([C:15]([NH:17][CH2:18][CH2:19][CH2:20][N:21]3[CH2:25][CH2:24][CH:23]([C:26]([OH:28])=[O:27])[CH2:22]3)=[O:16])[S:14][C:7]=12. Procedure: To a stirred solution of tert-butyl 1-{3-[({7-[3-fluoro-4-({[(2-fluoro-5-methylphenyl)amino]carbonyl}amino)phenoxy]thieno[3,2-b]pyridin-2-yl}carbonyl)amino]propyl}pyrrolidine-3-carboxylate (40 mg, 0.060 mmol) in 5 ml of methylene chloride was added 2 ml of trifluoroacetic acid. The mixture was stirred at room temperature for 2 hours, and evaporated to dryness under reduced pressure. 5 ml of water was added to the residue, and the mixture was neutralized to pH=7 with saturated NaHCO3 solution wit... The reactants are [H-].[Na+] (Sodium hydride), C(C)(N)=NO (acetamide oxime), NC1=C(C(=O)OC)C=C(C=C1)OC (2-amino-5-methoxybenzoic acid, methyl ester). The solvent is O1CCCC1 (tetrahydrofuran), O1CCCC1 (tetrahydrofuran). Product: COC1=CC(=C(C=C1)N)C1=NC(=NO1)C (4-Methoxy-2-(3-methyl-1,2,4-oxadiazol-5-yl)benzenamine). Isolated yield 72.4%. Reaction SMILES: [H-].[Na+].[C:3](=[N:6][OH:7])([NH2:5])[CH3:4].[NH2:8][C:9]1[CH:18]=[CH:17][C:16]([O:19][CH3:20])=[CH:15][C:10]=1[C:11](OC)=O>O1CCCC1>[CH3:20][O:19][C:16]1[CH:17]=[CH:18][C:9]([NH2:8])=[C:10]([C:11]2[O:7][N:6]=[C:3]([CH3:4])[N:5]=2)[CH:15]=1 |f:0.1|. Reported procedure: Sodium hydride (594 mg) was added to a stirred suspension of acetamide oxime (1.0 g) and 4 molecular sieves (4 g) in dry tetrahydrofuran (50 ml) under nitrogen. The mixture was heated at 60° for 30 min then allowed to cool to room temperature. A solution of 2-amino-5-methoxybenzoic acid, methyl ester (2.0 g) in dry tetrahydrofuran (20 ml) was added and the mixture stirred at reflux for 2.5 h. The suspension was allowed to cool, filtered and the filtrate evaporated to give the title compound as a... The reactants are Cn1nc(C(C)(C)C)cc1C(=O)Cl, C1CCOC1, [Cl-], Nc1cccc(C(=O)c2ccc3c(c2)NC(=O)C3)c1. Product: Cn1nc(C(C)(C)C)cc1C(=O)Nc1cccc(C(=O)c2ccc3c(c2)NC(=O)C3)c1. As a reaction SMILES: [C:1]([CH3:2])([CH3:3])([CH3:4])[c:5]1[cH:6][c:7]([C:11](=[O:12])[Cl:13])[n:8]([CH3:10])[n:9]1.[CH2:34]1[O:35][CH2:36][CH2:37][CH2:38]1.[Cl-:33].[NH2:14][c:15]1[cH:16][c:17]([C:18](=[O:19])[c:20]2[cH:21][cH:22][c:23]3[c:27]([cH:28]2)[NH:26][C:25](=[O:29])[CH2:24]3)[cH:30][cH:31][cH:32]1>>[C:1]([CH3:2])([CH3:3])([CH3:4])[c:5]1[cH:6][c:7]([C:11](=[O:12])[NH:14][c:15]2[cH:16][c:17]([C:18](=[O:19])[c:20]3[cH:21][cH:22][c:23]4[c:27]([cH:28]3)[NH:26][C:25](=[O:29])[CH2:24]4)[cH:30][cH:31][cH:32]2)[n:8]([CH3:10])[n:9]1.